This data is from the Open Reaction Database (ORD), a public repository of structured organic reaction records. The task is: describe an organic reaction: reactants, conditions, products, and yield The reactants are ClCCNC(=O)C=1NC2=C(C=CC=C2C1)[N+](=O)[O-] (7-Nitro-1H-indole-2-carboxylic acid (2-chloro-ethyl)-amide), COC=1C=CC(=CC1)P2(=S)SP(=S)(S2)C=3C=CC(=CC3)OC (Lawesson's Reagent). Run in ClC(C)Cl (dichloroethane), C1(=CC=CC=C1)C (toluene). Product: S1C(=NCC1)C=1NC2=C(C=CC=C2C1)[N+](=O)[O-] (2-(4,5-Dihydro-thiazol-2-yl)-7-nitro-1H-indole). Yield: 60.0%. Reaction SMILES: Cl[CH2:2][CH2:3][NH:4][C:5]([C:7]1[NH:8][C:9]2[C:14]([CH:15]=1)=[CH:13][CH:12]=[CH:11][C:10]=2[N+:16]([O-:18])=[O:17])=O.COC1C=CC(P2(SP(C3C=CC(OC)=CC=3)(=S)S2)=[S:28])=CC=1>ClC(Cl)C.C1(C)C=CC=CC=1>[S:28]1[CH2:2][CH2:3][N:4]=[C:5]1[C:7]1[NH:8][C:9]2[C:14]([CH:15]=1)=[CH:13][CH:12]=[CH:11][C:10]=2[N+:16]([O-:18])=[O:17]. Procedure details: 7-Nitro-1H-indole-2-carboxylic acid (2-chloro-ethyl)-amide (267 mg, 1 mmol) prepared in Step B was dissolved in dichloroethane (10 mL) and toluene (10 mL), and Lawesson's Reagent (1.29 g, 3.2 mmol) was added thereto. The mixture was refluxed for 4 h, and distilled under reduced pressure. Water was added thereto, and the reaction mixture was extracted with ethyl acetate, dried over anhydrous magnesium sulfate, and filtered. The filtrate was distilled under reduced pressure, and the concentrate wa... The reactants are COC(=O)CC=1C=C(C=CC1SC1=C(C=CC=C1)C(=O)OC)C(C(=O)OC)C (methyl 2-[3-methoxycarbonylmethyl-4-(2-methoxycarbonylphenylthio)phenyl]propionate), CC(C)([O-])C.[K+] (potassium t-butoxide). Run in C1(=CC=CC=C1)C (toluene). Run at time 16 hour. The product is COC(=O)C1C2=C(SC3=C(C1=O)C=CC=C3)C=CC(=C2)C(C(=O)OC)C (methyl 2-(10,11-dihydro-11-methoxycarbonyl-10-oxodibenzo[b,f]thiepin-2-yl)propionate). The yield is 110.8%. As a reaction SMILES: [CH3:1][O:2][C:3]([CH2:5][C:6]1[CH:7]=[C:8]([CH:23]([CH3:28])[C:24]([O:26][CH3:27])=[O:25])[CH:9]=[CH:10][C:11]=1[S:12][C:13]1[CH:18]=[CH:17][CH:16]=[CH:15][C:14]=1[C:19]([O:21]C)=O)=[O:4].CC(C)([O-])C.[K+]>C1(C)C=CC=CC=1>[CH3:1][O:2][C:3]([CH:5]1[C:19](=[O:21])[C:14]2[CH:15]=[CH:16][CH:17]=[CH:18][C:13]=2[S:12][C:11]2[CH:10]=[CH:9][C:8]([CH:23]([CH3:28])[C:24]([O:26][CH3:27])=[O:25])=[CH:7][C:6]1=2)=[O:4] |f:1.2|. Procedure: Methyl 2-[3-methoxycarbonylmethyl-4-(2-methoxycarbonylphenylthio)phenyl]propionate (prepared in Example 21, 78 mg, 0.19 mmol.), toluene (1 mL) and potassium t-butoxide (43 mg, 0.38 mmol.) were mixed, and the mixture was stirred for 16 hours at room temperature. The reaction mixture was then extracted with ethyl acetate after addition of 2N hydrochloric acid. The ethyl acetate portion was washed with an aqueous saturated sodium chloride solution, and dried over anhydrous sodium sulfate. The dried... Starting materials: CC(C)(C(=O)[O-])P(=O)(O)OC (trimethylphosphonoacetate), C1CCOC1 (THF), CN1CCC(CC1)=O (1-Methylpiperid-4-one), C1CCOC1 (THF), O (Water), C1CCOC1 (THF), [H-].[Na+] (NaH). Solvent: [Cl-].[Na+].O (brine), hexanes. Conditions: temperature 0 celsius, time 30 minute. Product: COC(C=C1CCN(CC1)C)=O ((1-methyl-piperidin-4-ylidene)-acetic acid methyl ester). Reaction SMILES: [H-].[Na+].C[C:4](P(OC)(O)=O)([C:6]([O-:8])=[O:7])[CH3:5].[CH3:14][N:15]1[CH2:20][CH2:19]C(=O)[CH2:17][CH2:16]1.O.[CH2:23]1COCC1>[Cl-].[Na+].O>[CH3:23][O:8][C:6](=[O:7])[CH:4]=[C:5]1[CH2:19][CH2:20][N:15]([CH3:14])[CH2:16][CH2:17]1 |f:0.1,6.7.8|. Reported procedure: NaH (7.08 g, 177 mmol) (60% in oil) was washed with hexanes (3× under N2), suspended in 250 mL of THF and cooled to 0° C. To this mixture was added 20.1 g (115 mmol) of trimethylphosphonoacetate in 20 mL of THF and the resulting mixture was stirred at 20° C. for 30 min. 1-Methylpiperid-4-one (10 g, 88.5 mmol) in 25 mL of THF was added and stirring was continued for 4 h. Water (5 mL) was carefully added and the mixture was poured into brine, extracted with 800 mL EtOAc. Drying and evaporation gav... The reactants are CC1=C(N=C(O1)C1=CC=CC=C1)COC1=CC=C(C=C1)/C(=C/C(=O)OC)/C (methyl (E)-3-[4-(5-methyl-2-phenyl-4-oxazolylmethoxy)phenyl]-2-butenoate), [H-].C(C(C)C)[Al+]CC(C)C (diisobutylaluminum hydride). Yields the product CC1=C(N=C(O1)C1=CC=CC=C1)COC1=CC=C(C=C1)/C(=C/CO)/C ((E)-3-[4-(5-methyl-2-phenyl-4-oxazolylmethoxy)phenyl]-2-buten-1-ol). As a reaction SMILES: [CH3:1][C:2]1[O:6][C:5]([C:7]2[CH:12]=[CH:11][CH:10]=[CH:9][CH:8]=2)=[N:4][C:3]=1[CH2:13][O:14][C:15]1[CH:20]=[CH:19][C:18](/[C:21](/[CH3:27])=[CH:22]/[C:23](OC)=[O:24])=[CH:17][CH:16]=1.[H-].C([Al+]CC(C)C)C(C)C>>[CH3:1][C:2]1[O:6][C:5]([C:7]2[CH:8]=[CH:9][CH:10]=[CH:11][CH:12]=2)=[N:4][C:3]=1[CH2:13][O:14][C:15]1[CH:16]=[CH:17][C:18](/[C:21](/[CH3:27])=[CH:22]/[CH2:23][OH:24])=[CH:19][CH:20]=1 |f:1.2|. Procedure: According to the method described for Reference Example 23, methyl (E)-3-[4-(5-methyl-2-phenyl-4-oxazolylmethoxy)phenyl]-2-butenoate was subjected to reduction with diisobutylaluminum hydride to give (E)-3-[4-(5-methyl-2-phenyl-4-oxazolylmethoxy)phenyl]-2-buten-1-ol. Recrystallization from ethyl acetate--hexane gave colorless prisms, m.p.126°-127° C. The reactants are NC=1C(NC2=CC=C(C=C2C1C1=C(C=CC(=C1)Cl)OC)C(F)(F)F)=O (3-amino-4-(5-chloro-2-methoxyphenyl)-6-(trifluoromethyl)quinolin-2(1H)-one), N1N=NC2=C1C=CC=C2CO (benzotriazole methanol), C(C)O (ethanol). The product is ClC=1C=CC(=C(C1)C1=C(C(NC2=CC=C(C=C12)C(F)(F)F)=O)NCN1N=NC2=C1C=CC=C2)OC (4-(5-chloro-2-methoxyphenyl)-3-[[(1H-benzotriazol-1-yl)methyl]amino]-6-(trifluoromethyl)quinolin-2(1H)-one). Isolated yield 71.6%. As a reaction SMILES: [NH2:1][C:2]1[C:3](=[O:25])[NH:4][C:5]2[C:10]([C:11]=1[C:12]1[CH:17]=[C:16]([Cl:18])[CH:15]=[CH:14][C:13]=1[O:19][CH3:20])=[CH:9][C:8]([C:21]([F:24])([F:23])[F:22])=[CH:7][CH:6]=2.[NH:26]1[C:30]2[CH:31]=[CH:32][CH:33]=[C:34](CO)[C:29]=2[N:28]=[N:27]1.[CH2:37](O)C>>[Cl:18][C:16]1[CH:15]=[CH:14][C:13]([O:19][CH3:20])=[C:12]([C:11]2[C:10]3[C:5](=[CH:6][CH:7]=[C:8]([C:21]([F:22])([F:24])[F:23])[CH:9]=3)[NH:4][C:3](=[O:25])[C:2]=2[NH:1][CH2:37][N:26]2[C:30]3[CH:31]=[CH:32][CH:33]=[CH:34][C:29]=3[N:28]=[N:27]2)[CH:17]=1. Procedure: A solution of 3-amino-4-(5-chloro-2-methoxyphenyl)-6-(trifluoromethyl)quinolin-2(1H)-one(500 mg, 1.36 mmol), benzotriazole methanol (202.9 mg, 1.36 mmol) and absolute ethanol (5 mL) was heated to 60° C. overnight (18 hours). The resulting suspension was then cooled and the solids were collected. The solids were then washed with ethanol and air dried affording 4-(5-chloro-2-methoxyphenyl)-3-[[(1H-benzotriazol-1-yl)methyl]amino]-6-(trifluoromethyl)quinolin-2(1H)-one (487 mg, 71.6%). The product is O=C(COC1=CC=C(C(C(=O)N)=C1)O)C (5-(2-oxo-propoxy)-salicylamide). Reactants: CC1(OC2=C(C(N1)=O)C=C(C=C2)OCC(C)=O)C (2,3-dihydro-2,2-dimethyl-6-(2-oxopropoxy)-4H-1,3-benzoxazin-4-one). Procedure: 74 g of the resulting 2,3-dihydro-2,2-dimethyl-6-(2-oxopropoxy)-4H-1,3-benzoxazin-4-one in a mixture of 150 ml of dioxane and 450 ml of 2N hydrochloric acid are heated for 45 minutes on a water bath. The solvent is evaporated off, and the crystalline residue is triturated with water and then filtered off with suction. Recrystallisation from isopropanol yields 5-(2-oxo-propoxy)-salicylamide, which has a melting point of 152°-154°. Solvent: O1CCOCC1 (dioxane), Cl (hydrochloric acid). RXN SMILES: CC1(C)[NH:7][C:6](=[O:8])[C:5]2[CH:9]=[C:10]([O:13][CH2:14][C:15](=[O:17])[CH3:16])[CH:11]=[CH:12][C:4]=2[O:3]1>O1CCOCC1.Cl>[O:17]=[C:15]([CH3:16])[CH2:14][O:13][C:10]1[CH:9]=[C:5]([C:6]([NH2:7])=[O:8])[C:4]([OH:3])=[CH:12][CH:11]=1. The reactants are ClC1=NC=C(C2=C1N=C(S2)C)I (4-chloro-7-iodo-2-methyl-thiazolo[4,5-c]pyridine), N1=CN=CC(=C1)B(O)O (5-pyrimidineboronic acid), CC1=NC=CC(=C1)N (2-methyl-4-aminopyridine). Product: CC1=NC=CC(=C1)NC1=NC=C(C2=C1N=C(S2)C)C=2C=NC=NC2 ((2-Methyl-pyridin-4-yl)-(2-methyl-7-pyrimidin-5-yl-thiazolo[4,5-c]pyridin-4-yl)-amine). As a reaction SMILES: Cl[C:2]1[C:7]2[N:8]=[C:9]([CH3:11])[S:10][C:6]=2[C:5](I)=[CH:4][N:3]=1.[N:13]1[CH:18]=[C:17](B(O)O)[CH:16]=[N:15][CH:14]=1.[CH3:22][C:23]1[CH:28]=[C:27]([NH2:29])[CH:26]=[CH:25][N:24]=1>>[CH3:22][C:23]1[CH:28]=[C:27]([NH:29][C:2]2[C:7]3[N:8]=[C:9]([CH3:11])[S:10][C:6]=3[C:5]([C:17]3[CH:18]=[N:13][CH:14]=[N:15][CH:16]=3)=[CH:4][N:3]=2)[CH:26]=[CH:25][N:24]=1. Procedure: The title compound, MS: m/e=335.2 (M+H+), was prepared in accordance with the general method of example 2, step 1 and step 2 from 4-chloro-7-iodo-2-methyl-thiazolo[4,5-c]pyridine (Example B), 5-pyrimidineboronic acid and 2-methyl-4-aminopyridine. Reactants: COC1=C(C=NCC(OC)OC)C=C(C=C1)OC ((2,5-Dimethoxybenzylidene)-(2,2-dimethoxyethyl)amine), [BH4-].[Na+] (NaBH4). Solvent: C(C)O (ethanol). Conditions: temperature 85 celsius, time 3 hour. Product: COC1=C(CNCC(OC)OC)C=C(C=C1)OC ((2,5-Dimethoxybenzyl)-(2,2-dimethoxyethyl)amine). Yield: 99.9%. RXN SMILES: [CH3:1][O:2][C:3]1[CH:16]=[CH:15][C:14]([O:17][CH3:18])=[CH:13][C:4]=1[CH:5]=[N:6][CH2:7][CH:8]([O:11][CH3:12])[O:9][CH3:10].[BH4-].[Na+]>C(O)C>[CH3:1][O:2][C:3]1[CH:16]=[CH:15][C:14]([O:17][CH3:18])=[CH:13][C:4]=1[CH2:5][NH:6][CH2:7][CH:8]([O:9][CH3:10])[O:11][CH3:12] |f:1.2|. Procedure details: Amine 11d (10.64 g, 0.042 mol) was dissolved in ethanol (100 mL) and NaBH4 (2.6 g) was added and the reaction mixture was stirred at 80-90° C. After 3 h the TLC indicated the absence of the starting material. The organic layer was washed with water (2×200 mL), brine (200 mL), dried (Na2SO4) and concentrated to provide a colorless oil (10.71 g, 100%). 1H NMR (300 MHz CDCl3) 6.79-6.67 (m, 3H), 4.43 (t, J=5.7 Hz, 1H), 3.72 (s, 3H), 3.71 (s, 3H), 3.68 (d, J=2.7 Hz, 2H), 3.28 (s, 6H), 2.7 (s, 2H). Starting materials: CN=C=O (Methyl isocyanate), C1=CC=C2C(=C1)C(C3=CC=CC=C3O2)O (xanthydrol). The solvent is C(C)N(CC)CC (triethylamine). Conditions: time 40 minute. The product is CNC(=O)OC1C2=CC=CC=C2OC=2C=CC=CC12 (9-(N-methylcarbamoyloxy)xanthene). RXN SMILES: [CH3:1][N:2]=[C:3]=[O:4].[CH:5]1[CH:10]=[C:9]2[CH:11]([OH:19])[C:12]3[C:17]([O:18][C:8]2=[CH:7][CH:6]=1)=[CH:16][CH:15]=[CH:14][CH:13]=3>C(N(CC)CC)C>[CH3:1][NH:2][C:3]([O:19][CH:11]1[C:9]2[CH:10]=[CH:5][CH:6]=[CH:7][C:8]=2[O:18][C:17]2[C:12]1=[CH:13][CH:14]=[CH:15][CH:16]=2)=[O:4]. Reported procedure: Methyl isocyanate (20 g.) was added slowly, with stirring, to a filtered solution of 30 g. of xanthydrol in 100 ml. of anhydrous triethylamine. After standing for 40 minutes in a 20° C. water bath, the mixture was filtered. The collected solid was washed with anhydrous diethyl ether and dried in vacuo to give 9-(N-methylcarbamoyloxy)xanthene. The reactants are CC(C)(C)OC(=O)NCCBr, CC(C)=O, Cc1cccc(-c2[nH]c(Cc3ccc(F)c(O)c3)nc2-c2ccc3ncccc3c2)n1, [K+], [K+], O=C([O-])[O-], O. Yields the product Cc1cccc(-c2[nH]c(Cc3ccc(F)c(OCCNC(=O)OC(C)(C)C)c3)nc2-c2ccc3ncccc3c2)n1. RXN SMILES: [Br:32][CH2:33][CH2:34][NH:35][C:36]([O:37][C:38]([CH3:39])([CH3:40])[CH3:41])=[O:42].[CH3:49][C:50](=[O:51])[CH3:52].[F:1][c:2]1[c:3]([OH:31])[cH:4][c:5]([CH2:8][c:9]2[nH:10][c:11](-[c:24]3[n:25][c:26]([CH3:30])[cH:27][cH:28][cH:29]3)[c:12](-[c:14]3[cH:15][c:16]4[cH:17][cH:18][cH:19][n:20][c:21]4[cH:22][cH:23]3)[n:13]2)[cH:6][cH:7]1.[K+:43].[K+:44].[O-:45][C:46]([O-:47])=[O:48].[OH2:53]>>[F:1][c:2]1[c:3]([O:31][CH2:33][CH2:34][NH:35][C:36]([O:37][C:38]([CH3:39])([CH3:40])[CH3:41])=[O:42])[cH:4][c:5]([CH2:8][c:9]2[nH:10][c:11](-[c:24]3[n:25][c:26]([CH3:30])[cH:27][cH:28][cH:29]3)[c:12](-[c:14]3[cH:15][c:16]4[cH:17][cH:18][cH:19][n:20][c:21]4[cH:22][cH:23]3)[n:13]2)[cH:6][cH:7]1.